Dataset: the Open Reaction Database (ORD), a public repository of structured organic reaction records. Task: describe an organic reaction: reactants, conditions, products, and yield Reactants: ice, [H-].[Na+] (sodium hydride), ClCC(=O)C1=CC=CC=C1 (chloroacetophenone), Cl.NC1=CC(=C(C(=O)NCCN(CC)CC)C=C1Cl)O (4-amino-5-chloro-N-[2-(diethylamino)ethyl]-2-hydroxybenzamide hydrochloride). Solvent: CN(C)C=O (DMF). Run at time 20 minute. The product is NC1=CC(=C(C(=O)NCCN(CC)CC)C=C1Cl)OCC(=O)C1=CC=CC=C1 (4-Amino-2-(2-phenyl-2-oxoethoxy)-5-chloro-N-[2-(diethylamino)ethyl]benzamid). The yield is 50.1%. Reaction SMILES: [H-].[Na+].Cl.[NH2:4][C:5]1[C:20]([Cl:21])=[CH:19][C:8]([C:9]([NH:11][CH2:12][CH2:13][N:14]([CH2:17][CH3:18])[CH2:15][CH3:16])=[O:10])=[C:7]([OH:22])[CH:6]=1.Cl[CH2:24][C:25]([C:27]1[CH:32]=[CH:31][CH:30]=[CH:29][CH:28]=1)=[O:26]>CN(C=O)C>[NH2:4][C:5]1[C:20]([Cl:21])=[CH:19][C:8]([C:9]([NH:11][CH2:12][CH2:13][N:14]([CH2:15][CH3:16])[CH2:17][CH3:18])=[O:10])=[C:7]([O:22][CH2:24][C:25]([C:27]2[CH:32]=[CH:31][CH:30]=[CH:29][CH:28]=2)=[O:26])[CH:6]=1 |f:0.1,2.3|. Procedure details: To a stirred suspension of sodium hydride (320 mg of 60%, 8 mmoles, washed with n-pentane) in DMF (15 ml) was added 4-amino-5-chloro-N-[2-(diethylamino)ethyl]-2-hydroxybenzamide hydrochloride (1.289 g, 4 mmoles) and the mixture stirred for 20 minutes followed by addition of chloroacetophenone (619 mg, 4 mmoles). The mixture was stirred 4 hours, poured into ice-cold water (50 ml) whereupon a solid separated out. This was isolated by filtration, dried and recrystallized from methanol to give 810 m... Reactants: COCCO (2-Methoxy-ethanol), ClC(C)OC(=O)Cl (1-chloroethyl-chloroformate). The solvent is C(Cl)Cl (CH2Cl2). Conditions: time 5 hour. Yields the product COCCOC(OC(C)Cl)=O (Carbonic acid 1-chloro-ethyl ester 2-methoxy-ethyl ester). Reaction SMILES: [CH3:1][O:2][CH2:3][CH2:4][OH:5].[Cl:6][CH:7]([O:9][C:10](Cl)=[O:11])[CH3:8]>C(Cl)Cl>[CH3:1][O:2][CH2:3][CH2:4][O:5][C:10](=[O:11])[O:9][CH:7]([Cl:6])[CH3:8]. Reported procedure: To a solution of 11.9 ml 2-Methoxy-ethanol and 17.98 ml 1-chloroethyl-chloroformate in 200 ml absolute CH2Cl2 13.3 ml pyridine were added at 5–10 ° C. in an argon atmosphere. The mixture was stirred at RT for 5 h and washed successively with 1 N HCl, with an aqueous solution of KHSO4/K2SO4 and water. The organic phase was dried over Na2SO4. After filtration, the solvent was removed in vacuo and the residue purified by destillation. Kp.=88° C. (5.5 mbar). Yield: 22.4 g.